From a dataset of the Open Reaction Database (ORD), a public repository of structured organic reaction records. describe an organic reaction: reactants, conditions, products, and yield The reactants are N1=CC=CC2=CC=CC=C12 (quinoline), CC(=CCC/C(=C/CCC(C)(C#C)O)/C)C (dehydronerolidol). The reagents and catalysts are [Pd].[Pd].CC(=O)[O-].CC(=O)[O-].[Pb+2] (Pd Lindlar catalyst). Solvent: CCCCCC (n-hexane). Yields the product OC(C)(C=C)CCC=C(C)CCC=C(C)C (nerolidol). Yield: 90.6%. RXN SMILES: N1C2C(=CC=CC=2)C=CC=1.[CH3:11][C:12]([CH3:26])=[CH:13][CH2:14][CH2:15]/[C:16](/[CH3:25])=[CH:17]/[CH2:18][CH2:19][C:20]([OH:24])([C:22]#[CH:23])[CH3:21]>[Pd].[Pd].CC([O-])=O.CC([O-])=O.[Pb+2].CCCCCC>[OH:24][C:20]([CH2:19][CH2:18][CH:17]=[C:16]([CH2:15][CH2:14][CH:13]=[C:12]([CH3:26])[CH3:11])[CH3:25])([CH:22]=[CH2:23])[CH3:21] |f:2.3.4.5.6|. Procedure: Further, 0.5 ml of quinoline and 20 g of 0.25% Pd-Lindlar catalyst was added in a solution of 1,280 g of the said dehydronerolidol in 2,000 ml of n-hexane and the mixture was hydrogenated at room temperature and normal pressure. After post-treatment, the reaction mixture was subjected to vacuum distillation to give 1,170 g of nerolidol having b.p. 105° - 110° C. (0.5 mmHg). The reactants are solution, [H-].C(C(C)C)[Al+]CC(C)C (diisobutylaluminum hydride), O=C1CCC(O1)C=1SC2=C(N1)C=CC(=C2)N2C(OC(C2)COC)=O (3-[2-(5-oxotetrahydrofuran-2-yl)-benzothiazol-6-yl]-5-methoxymethyl-2-oxazolidinone). The solvent is O1CCCC1 (tetrahydrofuran), O1CCCC1 (tetrahydrofuran). Run at temperature -50 celsius, time 30 minute. The product is OC(CCCO)C=1SC2=C(N1)C=CC(=C2)N2C(OC(C2)COC)=O (3-[2-(1,4-dihydroxybutyl)benzothiazol-6-yl]-5-methoxymethyl-2-oxazolidinone). Isolated yield 79.5%. As a reaction SMILES: [O:1]=[C:2]1[O:6][CH:5]([C:7]2[S:8][C:9]3[CH:15]=[C:14]([N:16]4[CH2:20][CH:19]([CH2:21][O:22][CH3:23])[O:18][C:17]4=[O:24])[CH:13]=[CH:12][C:10]=3[N:11]=2)[CH2:4][CH2:3]1.[H-].C([Al+]CC(C)C)C(C)C>O1CCCC1>[OH:6][CH:5]([C:7]1[S:8][C:9]2[CH:15]=[C:14]([N:16]3[CH2:20][CH:19]([CH2:21][O:22][CH3:23])[O:18][C:17]3=[O:24])[CH:13]=[CH:12][C:10]=2[N:11]=1)[CH2:4][CH2:3][CH2:2][OH:1] |f:1.2|. Procedure: 3.48 g of the 3-[2-(5-oxotetrahydrofuran-2-yl)-benzothiazol-6-yl]-5-methoxymethyl-2-oxazolidinone obtained in the Example 5 was dissolved in 20 ml of anhydrous tetrahydrofuran and the solution was cooled to -50° C. 30 ml of a 1.0M solution of diisobutylaluminum hydride in tetrahydrofuran was added dropwise thereto. After stirring for 30 min followed by ordinary treatment and recrystallization, 2.8 g of 3-[2-(1,4-dihydroxybutyl)benzothiazol-6-yl]-5-methoxymethyl-2-oxazolidinone was obtained. Starting materials: CCCCCCC=C (Octene-1), ceric acetate, C(C)(=O)[O-].[K+] (potassium acetate). The solvent is C(C)(=O)O (acetic acid). Yields the product C(CCCCC)C1CCC(=O)O1 (gamma-n-hexyl butyrolactone). Isolated yield 31.0%. As a reaction SMILES: [CH3:1][CH2:2][CH2:3][CH2:4][CH2:5][CH2:6][CH:7]=[CH2:8].[C:9]([O-:12])(=[O:11])[CH3:10].[K+]>C(O)(=O)C>[CH2:6]([CH:7]1[O:12][C:9](=[O:11])[CH2:10][CH2:8]1)[CH2:5][CH2:4][CH2:3][CH2:2][CH3:1] |f:1.2|. Procedure: Octene-1 in an amount of 2.2 grams and 23.6 grams of ceric acetate were refluxed under nitrogen in 200 milliliters of glacial acetic acid containing 60 grams of potassium acetate for less than 0.4 hour, there being obtained a 31% yield of gamma-n-hexyl butyrolactone. Reactants: COc1c(C(C)=O)cc(Br)cc1[N+](=O)[O-], CO, Cl, [Fe]. Yields the product COc1c(N)cc(Br)cc1C(C)=O. As a reaction SMILES: [Br:1][c:2]1[cH:3][c:4]([N+:13]([O-:14])=[O:15])[c:5]([O:11][CH3:12])[c:6]([C:8]([CH3:9])=[O:10])[cH:7]1.[CH3:18][OH:19].[ClH:16].[Fe:17]>>[Br:1][c:2]1[cH:3][c:4]([NH2:13])[c:5]([O:11][CH3:12])[c:6]([C:8]([CH3:9])=[O:10])[cH:7]1.